Dataset: the Open Reaction Database (ORD), a public repository of structured organic reaction records. Task: describe an organic reaction: reactants, conditions, products, and yield Reactants: C#CC1(O)C(=C)CC2C3C=C(C)C4=CC(=O)CCC4(C)C3CCC21C, CO, O=P([O-])([O-])[O-], O, O=S(=O)(O)O. The product is C=C1CC2C3C=C(C)C4=CC(=O)CCC4(C)C3CCC2(C)C1(O)C(C)=O. RXN SMILES: [C:6](#[CH:7])[C:8]1([OH:30])[C:9]2([CH3:10])[CH:11]([CH2:12][C:13]1=[CH2:14])[CH:15]1[CH:16]=[C:17]([CH3:29])[C:18]3=[CH:19][C:20](=[O:28])[CH2:21][CH2:22][C:23]3([CH3:24])[CH:25]1[CH2:26][CH2:27]2.[CH3:37][OH:38].[O-:31][P:32](=[O:33])([O-:34])[O-:35].[OH2:36].[S:1](=[O:2])(=[O:3])([OH:4])[OH:5]>>[C:6]([CH3:7])([C:8]1([OH:30])[C:9]2([CH3:10])[CH:11]([CH2:12][C:13]1=[CH2:14])[CH:15]1[CH:16]=[C:17]([CH3:29])[C:18]3=[CH:19][C:20](=[O:28])[CH2:21][CH2:22][C:23]3([CH3:24])[CH:25]1[CH2:26][CH2:27]2)=[O:31]. The reactants are compound A, C(C)(=O)C=1C=C2C3=C(N(C2=CC1)C(F)F)N(C(C(=C3)C3=C(C=C(C=C3)Cl)Cl)=O)C (6-acetyl-3-(2,4-dichlorophenyl)-9-difluoromethyl-1-methyl-1,9-dihydropyrido[2,3-b]indol-2-one), CC(C)(C)OC(N(C)C)N(C)C (Bredereck's reagent). The product is ClC1=C(C=CC(=C1)Cl)C1=CC2=C(N(C3=CC=C(C=C23)C(\C=C\N(C)C)=O)C(F)F)N(C1=O)C (3-(2,4-Dichlorophenyl)-9-difluoromethyl-6-((E)-3-dimethylamino-acryloyl)-1-methyl-1,9-dihydropyrido[2,3-b]indol-2-one). RXN SMILES: [C:1]([C:4]1[CH:5]=[C:6]2[C:10](=[CH:11][CH:12]=1)[N:9]([CH:13]([F:15])[F:14])[C:8]1[N:16]([CH3:29])[C:17](=[O:28])[C:18]([C:20]3[CH:25]=[CH:24][C:23]([Cl:26])=[CH:22][C:21]=3[Cl:27])=[CH:19][C:7]2=1)(=[O:3])[CH3:2].CC(O[CH:35](N(C)C)[N:36]([CH3:38])[CH3:37])(C)C>>[Cl:27][C:21]1[CH:22]=[C:23]([Cl:26])[CH:24]=[CH:25][C:20]=1[C:18]1[C:17](=[O:28])[N:16]([CH3:29])[C:8]2[N:9]([CH:13]([F:15])[F:14])[C:10]3[C:6]([C:7]=2[CH:19]=1)=[CH:5][C:4]([C:1](=[O:3])/[CH:2]=[CH:35]/[N:36]([CH3:38])[CH3:37])=[CH:12][CH:11]=3. Procedure: The process is carried out as for preparation 1.10 above, using compound A: 6-acetyl-3-(2,4-dichlorophenyl)-9-difluoromethyl-1-methyl-1,9-dihydropyrido[2,3-b]indol-2-one and Bredereck's reagent. Reaction SMILES: S(=O)(=O)(O)O.[Cl:6][C:7]1[CH:21]=[CH:20][CH:19]=[CH:18][C:8]=1[CH2:9][NH:10][C:11](=[O:17])[CH:12](OC)OC.C([O-])(O)=O.[Na+]>>[Cl:6][C:7]1[CH:21]=[CH:20][CH:19]=[C:18]2[C:8]=1[CH:9]=[N:10][C:11]([OH:17])=[CH:12]2 |f:2.3|. Solvent: ice. Reaction conditions: temperature 60 celsius, time 5 hour. Procedure: Concentrated sulfuric acid (18 M; 7.0 mL) was added to N-(2-chlorobenzyl)-2,2-dimethoxyacetamide (2.21 g, 9.07 mmol) at ambient temperature, and the solution was stirred overnight at ambient temperature and at 60° C. for 5 h. The cooled reaction mixture was added to ≈50 mL of ice, and the pH of the yellow mixture was adjusted to 7 with NaHCO3 solution. The yellow precipitate was filtered off, washed with water, and dried in vacuo, giving the title compound as yellow solid. The material was used ... Yields the product ClC=1C=CC=C2C=C(N=CC12)O (8-Chloroisoquinolin-3-ol). Starting materials: S(O)(O)(=O)=O (sulfuric acid), ClC1=C(CNC(C(OC)OC)=O)C=CC=C1 (N-(2-chlorobenzyl)-2,2-dimethoxyacetamide), C(=O)(O)[O-].[Na+] (NaHCO3). The reactants are BrB(Br)Br, O=C([O-])O, CCOC(C)=O, COc1c(F)ccc(C(Nc2cccc3nc(C)ccc23)C(O)(CCl)C(F)(F)F)c1F, ClCCl, [Na+]. The product is Cc1ccc2c(NC(c3ccc(F)c(O)c3F)C(O)(CCl)C(F)(F)F)cccc2n1. As a reaction SMILES: [B:32]([Br:33])([Br:34])[Br:35].[C:36](=[O:37])([OH:38])[O-:39].[CH3:41][CH2:42][O:43][C:44](=[O:45])[CH3:46].[Cl:1][CH2:2][C:3]([CH:4]([c:5]1[c:6]([F:14])[c:7]([O:12][CH3:13])[c:8]([F:11])[cH:9][cH:10]1)[NH:15][c:16]1[c:17]2[cH:18][cH:19][c:20]([CH3:26])[n:21][c:22]2[cH:23][cH:24][cH:25]1)([OH:27])[C:28]([F:29])([F:30])[F:31].[Cl:47][CH2:48][Cl:49].[Na+:40]>>[Cl:1][CH2:2][C:3]([CH:4]([c:5]1[c:6]([F:14])[c:7]([OH:12])[c:8]([F:11])[cH:9][cH:10]1)[NH:15][c:16]1[c:17]2[cH:18][cH:19][c:20]([CH3:26])[n:21][c:22]2[cH:23][cH:24][cH:25]1)([OH:27])[C:28]([F:29])([F:30])[F:31]. As a reaction SMILES: [CH3:44][OH:45].[CH:46]([Cl:47])([Cl:48])[Cl:49].[NH2:1][CH2:2][CH2:3][c:4]1[cH:5][cH:6][c:7]([NH:8][CH:9]2[CH2:10][CH2:11][N:12]([C:15](=[O:16])[NH:17][CH2:18][CH2:19][CH2:20][CH2:21][CH2:22][CH2:23][CH2:24][CH3:25])[CH2:13][CH2:14]2)[cH:26][cH:27]1.[O:28]1[CH:29]([CH2:31][O:32][c:33]2[cH:34][cH:35][c:36]([NH:39][S:40](=[O:41])(=[O:42])[CH3:43])[cH:37][cH:38]2)[CH2:30]1>>[NH:1]([CH2:2][CH2:3][c:4]1[cH:5][cH:6][c:7]([NH:8][CH:9]2[CH2:10][CH2:11][N:12]([C:15](=[O:16])[NH:17][CH2:18][CH2:19][CH2:20][CH2:21][CH2:22][CH2:23][CH2:24][CH3:25])[CH2:13][CH2:14]2)[cH:26][cH:27]1)[CH2:30][CH:29]([OH:28])[CH2:31][O:32][c:33]1[cH:34][cH:35][c:36]([NH:39][S:40](=[O:41])(=[O:42])[CH3:43])[cH:37][cH:38]1. The product is CCCCCCCCNC(=O)N1CCC(Nc2ccc(CCNCC(O)COc3ccc(NS(C)(=O)=O)cc3)cc2)CC1. Reactants: CO, ClC(Cl)Cl, CCCCCCCCNC(=O)N1CCC(Nc2ccc(CCN)cc2)CC1, CS(=O)(=O)Nc1ccc(OCC2CO2)cc1. Reactants: I(=O)(=O)C1=C(C(=O)O)C=CC=C1 (2-iodoxybenzoic acid), OC(C(CC1=CC=CC=C1)NC(C1=C(N=CC=C1)N1N=C(C(=C1)C)C1=CC=CC=C1)=O)C(=O)NOC (N-(3-hydroxy-4-(methoxyamino)-4-oxo-1-phenylbutan-2-yl)-2-(4-methyl-3-phenyl-1H-pyrazol-1-yl)nicotinamide), I(=O)(=O)C1=C(C(=O)O)C=CC=C1 (2-iodoxybenzoic acid). Run in ClCCl (dichloromethane), ClCCl (dichloromethane). Conditions: time 10 minute. Product: CONC(C(C(CC1=CC=CC=C1)NC(=O)C=1C(=NC=CC1)N1N=C(C(=C1)C)C1=CC=CC=C1)=O)=O (N-[4-(Methoxyamino)-3,4-dioxo-1-phenylbutan-2-yl]-2-(4-methyl-3-phenyl-1H-pyrazol-1-yl)pyridine-3-carboxamide). As a reaction SMILES: I(C1C=CC=CC=1C(O)=O)(=O)=O.[OH:13][CH:14]([C:44]([NH:46][O:47][CH3:48])=[O:45])[CH:15]([NH:23][C:24](=[O:43])[C:25]1[CH:30]=[CH:29][CH:28]=[N:27][C:26]=1[N:31]1[CH:35]=[C:34]([CH3:36])[C:33]([C:37]2[CH:42]=[CH:41][CH:40]=[CH:39][CH:38]=2)=[N:32]1)[CH2:16][C:17]1[CH:22]=[CH:21][CH:20]=[CH:19][CH:18]=1>ClCCl>[CH3:48][O:47][NH:46][C:44](=[O:45])[C:14](=[O:13])[CH:15]([NH:23][C:24]([C:25]1[C:26]([N:31]2[CH:35]=[C:34]([CH3:36])[C:33]([C:37]3[CH:38]=[CH:39][CH:40]=[CH:41][CH:42]=3)=[N:32]2)=[N:27][CH:28]=[CH:29][CH:30]=1)=[O:43])[CH2:16][C:17]1[CH:18]=[CH:19][CH:20]=[CH:21][CH:22]=1. Reported procedure: To polymer-supported IBX (Novabiochem, 1.1 mmol/g; 300 mg, 0.330 mmol) dichloromethane (5 ml) was added and the mixture was left for 10 min. Then N-(3-hydroxy-4-(methoxyamino)-4-oxo-1-phenylbutan-2-yl)-2-(4-methyl-3-phenyl-1H-pyrazol-1-yl)nicotinamide (77 mg, 0.159 mmol) in 10 ml of dichloromethane was added and the mixture was shaken for 1 day at room temperature. Additional portions of the polymer-supported IBX were added after 2 days and 3 days (120 mg, 0.132 mmol and 100 mg, 0.110 mmol). Aft...